Dataset: the Open Reaction Database (ORD), a public repository of structured organic reaction records. Task: describe an organic reaction: reactants, conditions, products, and yield Reactants: CCn1c(C)c(C(=O)c2ccc([N+](=O)[O-])cc2C(=O)O)c2ccccc21, [Cl-], Cl, [Na+], [OH-], O, O. The product is CCn1c(C)c(C(=O)c2ccc(N)cc2C(=O)O)c2ccccc21. Reaction SMILES: [CH2:1]([CH3:2])[n:3]1[c:4]([CH3:26])[c:5]([C:12](=[O:13])[c:14]2[c:15]([C:16](=[O:17])[OH:18])[cH:19][c:20]([N+:23]([O-:24])=[O:25])[cH:21][cH:22]2)[c:6]2[cH:7][cH:8][cH:9][cH:10][c:11]12.[Cl-:29].[ClH:32].[Na+:31].[OH-:30].[OH2:27].[OH2:28]>>[CH2:1]([CH3:2])[n:3]1[c:4]([CH3:26])[c:5]([C:12](=[O:13])[c:14]2[c:15]([C:16](=[O:17])[OH:18])[cH:19][c:20]([NH2:23])[cH:21][cH:22]2)[c:6]2[cH:7][cH:8][cH:9][cH:10][c:11]12.